Dataset: the Open Reaction Database (ORD), a public repository of structured organic reaction records. Task: describe an organic reaction: reactants, conditions, products, and yield Starting materials: C(Cl)Cl (CH2Cl2), C(C)(C)(C)OC(=O)N1CC(C1)(C)OC=1C=C2N3C(C(NN=C3COC2=CC1Br)=O)C (3-(7-bromo-4-methyl-3-oxo-2,3,4,10-tetrahydro-9-oxa-1,2,4a-triaza-phenanthren-6-yloxy)-3-methyl-azetidine-1-carboxylic acid tert-butyl ester), CB1OB(OB(O1)C)C (2,4,6-trimethyl-cyclotriboroxane), C(=O)([O-])[O-].[K+].[K+] (K2CO3). Reagents/catalysts: C1=CC=C(C=C1)P([C-]2C=CC=C2)C3=CC=CC=C3.C1=CC=C(C=C1)P([C-]2C=CC=C2)C3=CC=CC=C3.Cl[Pd]Cl.[Fe+2] (Pd(dppf)Cl2). The solvent is O1CCOCC1 (dioxane), O (water). The product is C(C)(C)(C)OC(=O)N1CC(C1)(C)OC=1C=C2N3C(C(NN=C3COC2=CC1C)=O)C (3-(4,7-dimethyl-3-oxo-2,3,4,10-tetrahydro-9-oxa-1,2,4a-triaza-phenanthren-6-yloxy)-3-methyl-azetidine-1-carboxylic acid tert-butyl ester). Isolated yield 87.3%. As a reaction SMILES: [C:1]([O:5][C:6]([N:8]1[CH2:11][C:10]([O:13][C:14]2[CH:15]=[C:16]3[C:25](=[CH:26][C:27]=2Br)[O:24][CH2:23][C:22]2[N:17]3[CH:18]([CH3:30])[C:19](=[O:29])[NH:20][N:21]=2)([CH3:12])[CH2:9]1)=[O:7])([CH3:4])([CH3:3])[CH3:2].[CH3:31]B1OB(C)OB(C)O1.C([O-])([O-])=O.[K+].[K+].C(Cl)Cl>O1CCOCC1.O.C1C=CC(P(C2C=CC=CC=2)[C-]2C=CC=C2)=CC=1.C1C=CC(P(C2C=CC=CC=2)[C-]2C=CC=C2)=CC=1.Cl[Pd]Cl.[Fe+2]>[C:1]([O:5][C:6]([N:8]1[CH2:11][C:10]([O:13][C:14]2[CH:15]=[C:16]3[C:25](=[CH:26][C:27]=2[CH3:31])[O:24][CH2:23][C:22]2[N:17]3[CH:18]([CH3:30])[C:19](=[O:29])[NH:20][N:21]=2)([CH3:12])[CH2:9]1)=[O:7])([CH3:4])([CH3:3])[CH3:2] |f:2.3.4,8.9.10.11|. Procedure: A mixture of 3-(7-bromo-4-methyl-3-oxo-2,3,4,10-tetrahydro-9-oxa-1,2,4a-triaza-phenanthren-6-yloxy)-3-methyl-azetidine-1-carboxylic acid tert-butyl ester (Example #82, Step A, 0.032 g, 0.066 mmol), 2,4,6-trimethyl-cyclotriboroxane (0.025 g, 0.199 mmol), K2CO3 (0.018 g, 0.133 mmol) and Pd(dppf)Cl2.CH2Cl2 (0.006 g, 0.007 mmol) in dioxane (3 mL) and water (0.5 mL) was stirred at 110° C. for 4 h. The solvent was removed in vacuo and the residue was purified by preparative TLC (eluting with 30% EtOAc... Starting materials: CC(C)(C)OC(=O)NCC1CCC(C(=O)NC(Cc2ccccc2)c2cc(-c3ccc(C(N)=O)cc3)cs2)CC1, ClC(Cl)Cl, O=C1CCC(=O)N1Cl. Product: CC(C)(C)OC(=O)NCC1CCC(C(=O)NC(Cc2ccccc2)c2cc(-c3ccc(C(N)=O)cc3)c(Cl)s2)CC1. Reaction SMILES: [C:1]([CH3:2])([CH3:3])([CH3:4])[O:5][C:6]([NH:7][CH2:8][CH:9]1[CH2:10][CH2:11][CH:12]([C:15]([NH:16][CH:17]([CH2:18][c:19]2[cH:20][cH:21][cH:22][cH:23][cH:24]2)[c:25]2[s:26][cH:27][c:28](-[c:30]3[cH:31][cH:32][c:33]([C:36]([NH2:37])=[O:38])[cH:34][cH:35]3)[cH:29]2)=[O:39])[CH2:13][CH2:14]1)=[O:40].[CH:49]([Cl:50])([Cl:51])[Cl:52].[Cl:41][N:42]1[C:43](=[O:44])[CH2:45][CH2:46][C:47]1=[O:48]>>[C:1]([CH3:2])([CH3:3])([CH3:4])[O:5][C:6]([NH:7][CH2:8][CH:9]1[CH2:10][CH2:11][CH:12]([C:15]([NH:16][CH:17]([CH2:18][c:19]2[cH:20][cH:21][cH:22][cH:23][cH:24]2)[c:25]2[s:26][c:27]([Cl:41])[c:28](-[c:30]3[cH:31][cH:32][c:33]([C:36]([NH2:37])=[O:38])[cH:34][cH:35]3)[cH:29]2)=[O:39])[CH2:13][CH2:14]1)=[O:40].